describe an organic reaction: reactants, conditions, products, and yield From a dataset of the Open Reaction Database (ORD), a public repository of structured organic reaction records. The reactants are [N+](=O)([O-])C=1C=C2C=CN(C2=CC1)C=1C=CC(=NC1)N (5-(5-Nitro-1H-indol-1-yl)pyridin-2-amine). Reagents/catalysts: [Ni] (Raney Nickel). The solvent is CO (methanol). The product is NC1=CC=C(C=N1)N1C=CC2=CC(=CC=C12)N (1-(6-Aminopyridin-3-yl)-1H-indol-5-amine). Yield: 79.0%. As a reaction SMILES: [N+:1]([C:4]1[CH:5]=[C:6]2[C:10](=[CH:11][CH:12]=1)[N:9]([C:13]1[CH:14]=[CH:15][C:16]([NH2:19])=[N:17][CH:18]=1)[CH:8]=[CH:7]2)([O-])=O>CO.[Ni]>[NH2:19][C:16]1[N:17]=[CH:18][C:13]([N:9]2[C:10]3[C:6](=[CH:5][C:4]([NH2:1])=[CH:12][CH:11]=3)[CH:7]=[CH:8]2)=[CH:14][CH:15]=1. Procedure details: A solution of compound 75 (200 mg, 0.79 mmol) in methanol (10 mL) was added to Raney Nickel (slurry in H2O, 50 mg) in a round bottom flask. The suspension was heated at reflux for 10 minutes then filtered through a pad of celite. The celite pad washed with methanol (20 mL). The filtrate was concentrated and the residue was subjected to silica gel chromatography (CH2Cl2 to MeOH:CH2Cl2, 1:9) to give compound 76 (140 mg, 79.1%) as an off-white solid. 1H NMR (DMSO-d6) δ 8.01 (d, J=2.7 Hz, 1H), 7.51 ...